This data is from the Open Reaction Database (ORD), a public repository of structured organic reaction records. The task is: describe an organic reaction: reactants, conditions, products, and yield Conditions: time 20 minute. Run in O1CCOCC1 (1,4-dioxane), O1CCOCC1 (1,4-dioxane). Reported procedure: A solution of 4 N hydrochloric acid in 1,4-dioxane (3 mL) was added to a solution of 1-[trans-4-(N-tert-butoxycarbonylaminomethyl)-N-tert-butoxycarbonyl-L-prolyl]-4-(3-chloro-2-methylphenyl)piperazine (B, 98 mg) in 1,4-dioxane (3 mL) at room temperature. After stirring at room temperature for 20 min, the reaction mixture was concentrated in vacuo. The residue was washed with ether to give the titled compound (61 mg) as a white powder: 1H NMR (400 MHz, ) δ 2.37 (s, 3H), 2.40-2.47 (br s, 2H), 2.83... Starting materials: Cl (hydrochloric acid), C(C)(C)(C)OC(=O)NC[C@@H]1C[C@H](N(C1)C(=O)OC(C)(C)C)C(=O)N1CCN(CC1)C1=C(C(=CC=C1)Cl)C (1-[trans-4-(N-tert-butoxycarbonylaminomethyl)-N-tert-butoxycarbonyl-L-prolyl]-4-(3-chloro-2-methylphenyl)piperazine). RXN SMILES: [ClH:1].C(OC([NH:9][CH2:10][C@H:11]1[CH2:15][N:14](C(OC(C)(C)C)=O)[C@H:13]([C:23]([N:25]2[CH2:30][CH2:29][N:28]([C:31]3[CH:36]=[CH:35][CH:34]=[C:33]([Cl:37])[C:32]=3[CH3:38])[CH2:27][CH2:26]2)=[O:24])[CH2:12]1)=O)(C)(C)C>O1CCOCC1>[ClH:37].[ClH:1].[NH2:9][CH2:10][C@H:11]1[CH2:15][NH:14][C@H:13]([C:23]([N:25]2[CH2:30][CH2:29][N:28]([C:31]3[CH:36]=[CH:35][CH:34]=[C:33]([Cl:37])[C:32]=3[CH3:38])[CH2:27][CH2:26]2)=[O:24])[CH2:12]1 |f:3.4.5|. The product is Cl.Cl.NC[C@@H]1C[C@H](NC1)C(=O)N1CCN(CC1)C1=C(C(=CC=C1)Cl)C (1-(trans-4-Aminomethyl-L-Prolyl)-4-(3-Chloro-2-Methylphenyl)piperazine Dihydrochloride). Procedure: To a solution of 4.2 g. of 2,4-diisothiocyanatofluorobenzene in 100 ml. of acetonitrile is added 4.1 g. of diisopropylamine and the mixture is refluxed for 3 hours. The solvent is removed in vacuo and the residue is crystallized from acetonitrile to yield 5.1 g. of the title compound, melting point 133°-135° C. Product: FC1=C(C=C(C=C1)NC(=S)N(C(C)C)C(C)C)NC(=S)N(C(C)C)C(C)C (N,N"-(4-Fluoro-1,3-phenylene)bis[N',N'-bis-(1-methylethyl)thiourea]). Reaction SMILES: [N:1]([C:4]1[CH:9]=[C:8]([N:10]=[C:11]=[S:12])[CH:7]=[CH:6][C:5]=1[F:13])=[C:2]=[S:3].[CH:14]([NH:17][CH:18]([CH3:20])[CH3:19])([CH3:16])[CH3:15]>C(#N)C>[F:13][C:5]1[CH:6]=[CH:7][C:8]([NH:10][C:11]([N:17]([CH:18]([CH3:20])[CH3:19])[CH:14]([CH3:16])[CH3:15])=[S:12])=[CH:9][C:4]=1[NH:1][C:2]([N:17]([CH:18]([CH3:20])[CH3:19])[CH:14]([CH3:16])[CH3:15])=[S:3]. The solvent is C(C)#N (acetonitrile). The reactants are N(=C=S)C1=C(C=CC(=C1)N=C=S)F (2,4-diisothiocyanatofluorobenzene), C(C)(C)NC(C)C (diisopropylamine). The reactants are ClC1=C(C=NC2=CC(=C(C=C12)OCCOC)F)C#N (4-chloro-7-fluoro-6-(2-methoxyethoxy)-3-quinolinecarbonitrile), ClC1=C(N)C=C(C(=C1)Cl)OC (2,4-dichloro-5-methoxyaniline), Cl.N1=CC=CC=C1 (pyridine hydrochloride). The solvent is C(C)OCCO (2-ethoxyethanol). Reaction conditions: temperature 102.5 celsius. The product is ClC1=C(C=C(C(=C1)Cl)OC)NC1=C(C=NC2=CC(=C(C=C12)OCCOC)F)C#N (4-[(2,4-dichloro-5-methoxyphenyl)amino]-7-fluoro-6-(2-methoxyethoxy)-3-quinolinecarbonitrile). Isolated yield 73.4%. As a reaction SMILES: Cl[C:2]1[C:11]2[C:6](=[CH:7][C:8]([F:17])=[C:9]([O:12][CH2:13][CH2:14][O:15][CH3:16])[CH:10]=2)[N:5]=[CH:4][C:3]=1[C:18]#[N:19].[Cl:20][C:21]1[CH:27]=[C:26]([Cl:28])[C:25]([O:29][CH3:30])=[CH:24][C:22]=1[NH2:23].Cl.N1C=CC=CC=1>C(OCCO)C>[Cl:20][C:21]1[CH:27]=[C:26]([Cl:28])[C:25]([O:29][CH3:30])=[CH:24][C:22]=1[NH:23][C:2]1[C:11]2[C:6](=[CH:7][C:8]([F:17])=[C:9]([O:12][CH2:13][CH2:14][O:15][CH3:16])[CH:10]=2)[N:5]=[CH:4][C:3]=1[C:18]#[N:19] |f:2.3|. Procedure details: A mixture of 4-chloro-7-fluoro-6-(2-methoxyethoxy)-3-quinolinecarbonitrile (1.00 g, 3.59 mmol), 2,4-dichloro-5-methoxyaniline (727 mg, 3.77 mmol) and pyridine hydrochloride (620 mg, 5.34 mmol) in 18 mL of 2-ethoxyethanol is heated at 100-105° C. for 2 hours. The reaction mixture is cooled to room temperature and then poured into ice cold saturated sodium bicarbonate. The solids are collected, washed with water and then treated with methanol and dichloromethane. The mixture is filtered and the fi... The reactants are Nc1cccc(Br)c1, CC(=O)[O-], CC(=O)OC(C)=O, [Na+], O=C1C=CC(=O)O1, O. Product: O=C1C=CC(=O)N1c1cccc(Br)c1. RXN SMILES: [Br:8][c:9]1[cH:10][c:11]([NH2:15])[cH:12][cH:13][cH:14]1.[CH3:17][C:18](=[O:19])[O-:20].[CH3:21][C:22]([O:23][C:24](=[O:25])[CH3:26])=[O:27].[Na+:16].[O:1]=[C:2]1[O:3][C:4](=[O:5])[CH:6]=[CH:7]1.[OH2:28]>>[O:1]=[C:2]1[CH:7]=[CH:6][C:4](=[O:5])[N:15]1[c:11]1[cH:10][c:9]([Br:8])[cH:14][cH:13][cH:12]1.